Dataset: the Open Reaction Database (ORD), a public repository of structured organic reaction records. Task: describe an organic reaction: reactants, conditions, products, and yield The reactants are C(=O)=O (carbon dioxide), O (Water), C(C)(C)[N-]C(C)C.[Li+] (lithium di-isopropylamide), ClC1=C(C#N)C(=CC=C1)Cl (2,6-dichlorobenzonitrile). The solvent is C1CCOC1 (THF), CCOCC (ether). Reaction conditions: time 1.5 hour. The product is C(#N)C=1C(=C(C(=O)O)C=CC1Cl)Cl (3-cyano-2,4-dichlorobenzoic acid). Reaction SMILES: C([N-]C(C)C)(C)C.[Li+].[Cl:9][C:10]1[CH:17]=[CH:16][CH:15]=[C:14]([Cl:18])[C:11]=1[C:12]#[N:13].[C:19](=[O:21])=[O:20].O>C1COCC1.CCOCC>[C:12]([C:11]1[C:14]([Cl:18])=[C:15]([CH:16]=[CH:17][C:10]=1[Cl:9])[C:19]([OH:21])=[O:20])#[N:13] |f:0.1|. Reported procedure: A solution of lithium di-isopropylamide (2M in heptane, 25 ml) was added to a solution of 2,6-dichlorobenzonitrile (8.6 g) in THF while maintaining the temperature below -70° C. The mixture was stirred for 1.5 hours then poured onto solid carbon dioxide. It was stirred for 1 hour then diluted with ether. Water was added and the mixture was acidified to pH1. It was extracted with ether, washed with water, dried (MgSO4) and filtered. The filtrate was evaporated to dryness to give 3-cyano-2,4-dichl... The reactants are O=S1(=O)N(CCCBr)c2ccccc2N1c1ccc(Cl)cc1, C1CCOC1, OC(CCCl)c1ccccc1, CC(C)OC(=O)N=NC(=O)OC(C)C, c1ccc(P(c2ccccc2)c2ccccc2)cc1. Product: O=S1(=O)N(c2ccc(Cl)cc2)c2ccccc2N1C(CCCl)c1ccccc1. As a reaction SMILES: [Br:1][CH2:2][CH2:3][CH2:4][N:5]1[S:6](=[O:21])(=[O:22])[N:7]([c:14]2[cH:15][cH:16][c:17]([Cl:20])[cH:18][cH:19]2)[c:8]2[c:9]1[cH:10][cH:11][cH:12][cH:13]2.[CH2:67]1[O:68][CH2:69][CH2:70][CH2:71]1.[Cl:23][CH2:24][CH2:25][CH:26]([OH:27])[c:28]1[cH:29][cH:30][cH:31][cH:32][cH:33]1.[O:53]=[C:54]([O:55][CH:56]([CH3:57])[CH3:58])[N:59]=[N:60][C:61]([O:62][CH:63]([CH3:64])[CH3:65])=[O:66].[c:34]1([P:35]([c:36]2[cH:37][cH:38][cH:39][cH:40][cH:41]2)[c:42]2[cH:43][cH:44][cH:45][cH:46][cH:47]2)[cH:48][cH:49][cH:50][cH:51][cH:52]1>>[N:5]1([CH:26]([CH2:25][CH2:24][Cl:23])[c:28]2[cH:29][cH:30][cH:31][cH:32][cH:33]2)[S:6](=[O:21])(=[O:22])[N:7]([c:14]2[cH:15][cH:16][c:17]([Cl:20])[cH:18][cH:19]2)[c:8]2[c:9]1[cH:10][cH:11][cH:12][cH:13]2. Starting materials: COC(=O)C1=CC=C(C=C1)CCC(C(=O)O)CCC1=CC=C(C=C1)C(=O)OC (4-[4-(methoxycarbonyl)phenyl]-2-{2-[4-(methoxy-carbonyl)phenyl]ethyl}butanoic acid), [Cl-].[NH4+] (ammonium chloride). Run in C1CCOC1 (THF), O (water), C(C)(=O)OCC (ethyl acetate). Conditions: temperature 0 celsius, time 4 hour. Product: OCC(CCC1=CC=C(C(=O)OC)C=C1)CCC1=CC=C(C(=O)OC)C=C1 (Dimethyl 4,4′-[3-(hydroxymethyl)pentane-1,5-diyl]dibenzoate). RXN SMILES: [CH3:1][O:2][C:3]([C:5]1[CH:10]=[CH:9][C:8]([CH2:11][CH2:12][CH:13]([CH2:17][CH2:18][C:19]2[CH:24]=[CH:23][C:22]([C:25]([O:27][CH3:28])=[O:26])=[CH:21][CH:20]=2)[C:14](O)=[O:15])=[CH:7][CH:6]=1)=[O:4].[Cl-].[NH4+]>C1COCC1.O.C(OCC)(=O)C>[OH:15][CH2:14][CH:13]([CH2:12][CH2:11][C:8]1[CH:7]=[CH:6][C:5]([C:3]([O:2][CH3:1])=[O:4])=[CH:10][CH:9]=1)[CH2:17][CH2:18][C:19]1[CH:20]=[CH:21][C:22]([C:25]([O:27][CH3:28])=[O:26])=[CH:23][CH:24]=1 |f:1.2|. Reported procedure: At −10° C., 54.1 ml (54.1 mmol) of a 1 M borane/THF complex solution are added dropwise to a solution of 10.4 g (27.1 mmol) of 4-[4-(methoxycarbonyl)phenyl]-2-{2-[4-(methoxy-carbonyl)phenyl]ethyl}butanoic acid in 260 ml of THF. The reaction mixture is then warmed to 0° C. and stirred at this temperature for 4 h. After the reaction has gone to completion, saturated ammonium chloride solution is added, the reaction mixture is diluted with water and ethyl acetate and the aqueous phase is extracted ... Reactants: O (water), CC(C)([O-])C.[K+] (potassium tert-butoxide), O (water), CC1=CC=C(C=C1)N(C1=CC=C(C=C1)C)C1=CC=C(C=O)C=C1 (4-(N,N-bis(4-methylphenyl)amino)benzaldehyde), OC1=C(CP(OCC)(OCC)=O)C=CC=C1 (diethyl 2-hydroxybenzylphosphonate). Run in O1CCCC1 (tetrahydrofuran), O1CCCC1 (tetrahydrofuran). Run at time 2 hour. The product is OC1=C(C=CC=C1)C=CC1=CC=C(C=C1)N(C1=CC=C(C=C1)C)C1=CC=C(C=C1)C (2-hydroxy-4′-(N,N-bis(4-methylphenyl)amino)stilbene). As a reaction SMILES: CC(C)([O-])C.[K+].[CH3:7][C:8]1[CH:13]=[CH:12][C:11]([N:14]([C:22]2[CH:29]=[CH:28][C:25]([CH:26]=O)=[CH:24][CH:23]=2)[C:15]2[CH:20]=[CH:19][C:18]([CH3:21])=[CH:17][CH:16]=2)=[CH:10][CH:9]=1.O.[OH:31][C:32]1[CH:46]=[CH:45][CH:44]=[CH:43][C:33]=1[CH2:34]P(=O)(OCC)OCC>O1CCCC1>[OH:31][C:32]1[CH:46]=[CH:45][CH:44]=[CH:43][C:33]=1[CH:34]=[CH:26][C:25]1[CH:24]=[CH:23][C:22]([N:14]([C:15]2[CH:20]=[CH:19][C:18]([CH3:21])=[CH:17][CH:16]=2)[C:11]2[CH:12]=[CH:13][C:8]([CH3:7])=[CH:9][CH:10]=2)=[CH:29][CH:28]=1 |f:0.1|. Procedure details: At first, 14.8 g of potassium tert-butoxide and 50 ml of tetrahydrofuran were put in a reaction vessel having a stirrer, a thermometer and a dropping funnel. Under a nitrogen gas flow, a solution in which 9.90 g of the diethyl 2-hydroxybenzylphosphonate and 5.44 g of 4-(N,N-bis(4-methylphenyl)amino)benzaldehyde were dissolved in tetrahydrofuran was slowly dropped therein at room temperature, and the reaction is further performed for 2 hours at the same temperature. Next, water was added thereto ... Reactants: N (ammonia), OC(C(=O)O)CC(C1=C(C=CC=C1)O)=O (2-hydroxy-4-oxo-4-(2-hydroxyphenyl)butyric acid), N (ammonia), NN (Hydrazine), C(C)(=O)O (acetic acid). Solvent: O (water). Run at time 2 hour. Product: OC1=C(C=CC=C1)C=1C=CC(NN1)=O (6-(2-hydroxyphenyl)-3(2H)-pyridazinone). Isolated yield 85.0%. RXN SMILES: O[CH:2]([CH2:6][C:7](=O)[C:8]1[CH:13]=[CH:12][CH:11]=[CH:10][C:9]=1[OH:14])[C:3](O)=[O:4].[NH3:16].[NH2:17]N.C(O)(=O)C>O>[OH:14][C:9]1[CH:10]=[CH:11][CH:12]=[CH:13][C:8]=1[C:7]1[CH:6]=[CH:2][C:3](=[O:4])[NH:16][N:17]=1. Procedure details: To a stirred suspension of 2-hydroxy-4-oxo-4-(2-hydroxyphenyl)butyric acid in water was added ammonia until pH 7.0 was attained. Hydrazine was added slowly with the concurrent addition of sufficient glacial acetic acid to maintain a pH of 7.0. Steam heating was applied for 2 hours and during this time the pH of 7.0 was maintained by the addition of ammonia as necessary. The reaction mixture was allowed to cool to room temperature. The solid was filtered off, washed with water, 2-propanol and dri... The reactants are CC(C)(C)c1cc(-c2cn3c(n2)SCC3)cc(C(C)(C)C)c1O, C1COCCN1, C=O, CC(=O)O, C1COCCO1. The product is CC(C)(C)c1cc(-c2nc3n(c2CN2CCOCC2)CCS3)cc(C(C)(C)C)c1O. As a reaction SMILES: [C:1]([CH3:2])([CH3:3])([CH3:4])[c:5]1[cH:6][c:7](-[c:16]2[n:17][c:18]3[n:22]([cH:23]2)[CH2:21][CH2:20][S:19]3)[cH:8][c:9]([C:12]([CH3:13])([CH3:14])[CH3:15])[c:10]1[OH:11].[CH2:24]1[CH2:25][O:26][CH2:27][CH2:28][NH:29]1.[CH2:30]=[O:31].[CH3:32][C:33](=[O:34])[OH:35].[O:36]1[CH2:37][CH2:38][O:39][CH2:40][CH2:41]1>>[C:1]([CH3:2])([CH3:3])([CH3:4])[c:5]1[cH:6][c:7](-[c:16]2[n:17][c:18]3[n:22]([c:23]2[CH2:32][N:29]2[CH2:24][CH2:25][O:26][CH2:27][CH2:28]2)[CH2:21][CH2:20][S:19]3)[cH:8][c:9]([C:12]([CH3:13])([CH3:14])[CH3:15])[c:10]1[OH:11]. Starting materials: BrCC1=CC(=CC=C1)C#N (alpha-bromo-meta-tolunitrile), C(C)(=O)NC(C(=O)OCC)C(=O)OCC (diethyl acetamidomalonate), [I-].[K+] (potassium iodide), [O-]CC.[Na+] (sodium ethoxide). The solvent is [Cl-].[Na+].O (brine), O (water), O1CCOCC1 (dioxane), C(C)O (ethanol). Conditions: time 8 hour. The product is C(C)OC(C(C(=O)OCC)(NC(C)=O)CC1=CC(=CC=C1)C#N)=O (3-cyanobenzyl-N-acetylaminomalonic acid diethyl ester). Yield: 59.5%. Reaction SMILES: Br[CH2:2][C:3]1[CH:8]=[CH:7][CH:6]=[C:5]([C:9]#[N:10])[CH:4]=1.[C:11]([NH:14][CH:15]([C:21]([O:23][CH2:24][CH3:25])=[O:22])[C:16]([O:18][CH2:19][CH3:20])=[O:17])(=[O:13])[CH3:12].[I-].[K+].[O-]CC.[Na+]>O1CCOCC1.C(O)C.[Cl-].[Na+].O.O>[CH2:24]([O:23][C:21](=[O:22])[C:15]([CH2:2][C:3]1[CH:8]=[CH:7][CH:6]=[C:5]([C:9]#[N:10])[CH:4]=1)([NH:14][C:11](=[O:13])[CH3:12])[C:16]([O:18][CH2:19][CH3:20])=[O:17])[CH3:25] |f:2.3,4.5,8.9.10|. Reported procedure: To a stirred solution of alpha-bromo-meta-tolunitrile (45.0 g, 0.24 mole), diethyl acetamidomalonate (48.0 g, 0.22 mole) and potassium iodide ((3.0 g, 0.018 mole) in dioxane (500 mL) was added 2.5M sodium ethoxide in ethanol (100 mL) dropwise under an argon atmosphere. After the addition was complete, the solution was refluxed for 6 hours. The reaction mixture was allowed to stand overnight at room temperature, then diluted with brine (250 mL) and water (250 mL), and extracted with ethyl acetate... Reactants: CCOCC, ClCCl, Cl, [Na+], [OH-], O, CC(CO)NC(C)C(O)c1cccc(F)c1, O=S(=O)(O)O. Product: CC1COC(c2cccc(F)c2)C(C)N1, Cl. Reaction SMILES: [CH3:29][CH2:30][O:31][CH2:32][CH3:33].[Cl:25][CH2:26][Cl:27].[ClH:24].[Na+:23].[OH-:22].[OH2:28].[OH:6][CH2:7][CH:8]([CH3:9])[NH:10][CH:11]([CH:12]([OH:13])[c:14]1[cH:15][c:16]([F:20])[cH:17][cH:18][cH:19]1)[CH3:21].[S:1](=[O:2])(=[O:3])([OH:4])[OH:5]>>[CH2:7]1[CH:8]([CH3:9])[NH:10][CH:11]([CH3:21])[CH:12]([c:14]2[cH:15][c:16]([F:20])[cH:17][cH:18][cH:19]2)[O:13]1.[ClH:24]. The reactants are COC1=C(C2=C(C(CO2)=O)C=C1)C(=O)OC (methyl 6-methoxy-3-oxo-2,3-dihydrobenzofuran-7-carboxylate), N1N=C(C2=CC=CC=C12)C=O (1H-indazole-3-carboxaldehyde). The reagents and catalysts are N1CCCCC1 (piperidine). The solvent is CO (methanol). Reaction conditions: time 2 hour. The product is N1N=C(C2=CC=CC=C12)\C=C\1/OC2=C(C1=O)C=CC(=C2C(=O)OC)OC (methyl (Z)-2-[(1H-indazol-3-yl)methylene]-6-methoxy-3-oxo-2,3-dihydrobenzofuran-7-carboxylate). Yield: 80.3%. As a reaction SMILES: [CH3:1][O:2][C:3]1[CH:12]=[CH:11][C:6]2[C:7](=[O:10])[CH2:8][O:9][C:5]=2[C:4]=1[C:13]([O:15][CH3:16])=[O:14].[NH:17]1[C:25]2[C:20](=[CH:21][CH:22]=[CH:23][CH:24]=2)[C:19]([CH:26]=O)=[N:18]1>CO.N1CCCCC1>[NH:17]1[C:25]2[C:20](=[CH:21][CH:22]=[CH:23][CH:24]=2)[C:19](/[CH:26]=[C:8]2\[O:9][C:5]3[C:4]([C:13]([O:15][CH3:16])=[O:14])=[C:3]([O:2][CH3:1])[CH:12]=[CH:11][C:6]=3[C:7]\2=[O:10])=[N:18]1. Procedure details: A solution of methyl 6-methoxy-3-oxo-2,3-dihydrobenzofuran-7-carboxylate (0.070 g, 0.32 mmol) in methanol (5.0 mL) was added with 1H-indazole-3-carboxaldehyde (0.046 g, 0.32 mmol). Then, the mixture was added with 7 drops of piperidine, then the mixture was stirred at room temperature for 2 hours, and the solid formed was collected by filtration to obtain the objective substance. Further, the filtrate was concentrated, and then the residue was subjected to silica gel column chromatography (elute... Starting materials: NC1=CN=C(C=C1C(=O)O)Cl (5-amino-2-chloroisonicotinic acid), CCN=C=NCCCN(C)C (EDCI), C=1C=CC2=C(C1)N=NN2O (HOBT), [Si](C)(C)(C(C)(C)C)OCCCN (3-(tert-butyldimethylsilyloxy)propan-1-amine). Run in CN(C)C=O (DMF), O (water), CC(OCC)=O (EA). Reaction conditions: time 30 minute. Product: NC1=CN=C(C=C1C(=O)NCCCO[Si](C)(C)C(C)(C)C)Cl (5-amino-N-(3-(tert-butyldimethylsilyloxy)propyl)-2-chloroisonicotinamide). Yield: 43.1%. RXN SMILES: [NH2:1][C:2]1[C:7]([C:8]([OH:10])=O)=[CH:6][C:5]([Cl:11])=[N:4][CH:3]=1.CCN=C=NCCCN(C)C.C1C=CC2N(O)N=NC=2C=1.[Si:33]([O:40][CH2:41][CH2:42][CH2:43][NH2:44])([C:36]([CH3:39])([CH3:38])[CH3:37])([CH3:35])[CH3:34]>CN(C=O)C.CC(=O)OCC.O>[NH2:1][C:2]1[C:7]([C:8]([NH:44][CH2:43][CH2:42][CH2:41][O:40][Si:33]([C:36]([CH3:39])([CH3:38])[CH3:37])([CH3:35])[CH3:34])=[O:10])=[CH:6][C:5]([Cl:11])=[N:4][CH:3]=1. Procedure details: To a solution of 5-amino-2-chloroisonicotinic acid (5 g, 0.029 mol) in DMF (40 mL) was added EDCI (8.34 g, 0.0435 mol) and HOBT (5.87 g, 0.0435 mol). The reaction was stirred at RT for 30 min then 3-(tert-butyldimethylsilyloxy)propan-1-amine (5.5 g, 0.029 mol) was added. The reaction was stirred at RT for 5 h then poured in EA (50 mL) and water (20 mL). The organic layer was washed with brine (50 mL), dried over Na2SO4 and concentrated to a residue which was purified by chromatography eluted wit...